This data is from the Open Reaction Database (ORD), a public repository of structured organic reaction records. The task is: describe an organic reaction: reactants, conditions, products, and yield Procedure: A mixture of 5-benzyloxy-2-difluoromethyl-1-ethyl-1H-pyridin-4-one (2.00 g, 7.16 mmol) and 10% Pd/C (200 mg) in methanol (75 mL) was hydrogenated under 15.0 psi pressure in a hydrogen atmosphere in a Parr apparatus for 23 min. The reaction mixture was worked up as described above. The title compound (0.87 g, 64%) was obtained as an off-white solid. HPLC purity (peak area percent) of the compound is 97.7% at λ=280 nm using HPLC Method 1 as described above. 1H NMR (400 MHz, DMSO-D6) δ (ppm): 7.61 ... As a reaction SMILES: C([O:8][C:9]1[C:10](=[O:20])[CH:11]=[C:12]([CH:17]([F:19])[F:18])[N:13]([CH2:15][CH3:16])[CH:14]=1)C1C=CC=CC=1.[H][H]>CO.[Pd]>[F:19][CH:17]([F:18])[C:12]1[N:13]([CH2:15][CH3:16])[CH:14]=[C:9]([OH:8])[C:10](=[O:20])[CH:11]=1. The reagents and catalysts are [Pd] (Pd/C). The solvent is CO (methanol). Yield: 64.2%. Yields the product FC(C=1N(C=C(C(C1)=O)O)CC)F (2-Difluoromethyl-1-ethyl-5-hydroxy-1H-pyridin-4-one). Reactants: C(C1=CC=CC=C1)OC=1C(C=C(N(C1)CC)C(F)F)=O (5-benzyloxy-2-difluoromethyl-1-ethyl-1H-pyridin-4-one), [H][H] (hydrogen). The reactants are C(CCC)[Li] (butyl lithium), CCOCC (ether), VIII. Reagents/catalysts: [Cl-].[Zn+2].[Cl-] (zinc chloride). The product is C(CCC\C=C\CCCC)O (E-5-decenol). RXN SMILES: [CH2:1]([Li])[CH2:2][CH2:3][CH3:4].CC[O:8][CH2:9][CH3:10]>[Cl-].[Zn+2].[Cl-]>[CH2:9]([OH:8])[CH2:10][CH2:4][CH2:3]/[CH:2]=[CH:1]/[CH2:1][CH2:2][CH2:3][CH3:4] |f:2.3.4|. Procedure: FIG. 16 shows a synthesis of 5-decenyl acetate which involves the cross-metathesis of vinyl borate pinacol ester (Matheson, D. S J Am Chem Soc (1960) 82, 4228-4233) with 5-hexenol THP ether (or 1,10-diTHP ether of 5-decene) with Catalyst 823 to yield a pinacol ester of 1-borohexen-6-ol THP ether. This product was coupled with butyl lithium and zinc chloride under Suzuki conditions as described by Miycuira (Org Syn VIII p 532) to yield E-5-decenol THP ether in a 91:9 E:Z isomeric ratio. This mate... Starting materials: CC(=O)O, O=CN(CC(CC1CCCC1)C(=O)NNc1nc(Cl)nc(NCc2cscn2)c1F)OC1CCCCO1, O. Product: O=CN(O)CC(CC1CCCC1)C(=O)NNc1nc(Cl)nc(NCc2cscn2)c1F. As a reaction SMILES: [CH3:38][C:39](=[O:40])[OH:41].[Cl:1][c:2]1[n:3][c:4]([NH:31][CH2:32][c:33]2[n:34][cH:35][s:36][cH:37]2)[c:5]([F:30])[c:6]([NH:8][NH:9][C:10]([CH:11]([CH2:12][N:13]([CH:14]=[O:15])[O:16][CH:17]2[CH2:18][CH2:19][CH2:20][CH2:21][O:22]2)[CH2:23][CH:24]2[CH2:25][CH2:26][CH2:27][CH2:28]2)=[O:29])[n:7]1.[OH2:42]>>[Cl:1][c:2]1[n:3][c:4]([NH:31][CH2:32][c:33]2[n:34][cH:35][s:36][cH:37]2)[c:5]([F:30])[c:6]([NH:8][NH:9][C:10]([CH:11]([CH2:12][N:13]([CH:14]=[O:15])[OH:16])[CH2:23][CH:24]2[CH2:25][CH2:26][CH2:27][CH2:28]2)=[O:29])[n:7]1. The reactants are COC=1C=C(N)C=CC1OC (3,4-dimethoxyaniline), Cl (HCl), cuprous oxide, C(C(=C)C)(=O)OC (methyl methacrylate). Solvent: C(C)#N (acetonitrile). The product is ClC(C(=O)OC)(CC1=CC(=C(C=C1)OC)OC)C (methyl 2-chloro-2-methyl-3-(3,4-dimethoxyphenyl)propionate). The yield is 39.2%. Reaction SMILES: [C:1]([O:6][CH3:7])(=[O:5])[C:2]([CH3:4])=[CH2:3].[CH3:8][O:9][C:10]1[CH:11]=[C:12]([CH:14]=[CH:15][C:16]=1[O:17][CH3:18])N.[ClH:19]>C(#N)C>[Cl:19][C:2]([CH3:4])([CH2:3][C:14]1[CH:12]=[CH:11][C:10]([O:9][CH3:8])=[C:16]([O:17][CH3:18])[CH:15]=1)[C:1]([O:6][CH3:7])=[O:5]. Reported procedure: Following the general procedure of Example I, 280 mmols of distilled methyl methacrylate were reacted with 25 mmols of 3,4-dimethoxyaniline in 30 mL of acetonitrile and in the presence of 42 mmols of concentrated HCl and 2.5 mmols of cuprous oxide. The process resulted in a 39.2% yield of methyl 2-chloro-2-methyl-3-(3,4-dimethoxyphenyl)propionate. Starting materials: CCOC(=O)C(C)Br, O=C([O-])[O-], CC(C)=O, O=c1n(CCCF)nnn1-c1cc(Oc2ccc(O)cc2)c(Cl)cc1F, [K+], [K+]. The product is CCOC(=O)C(C)Oc1ccc(Oc2cc(-n3nnn(CCCF)c3=O)c(F)cc2Cl)cc1. As a reaction SMILES: [Br:27][CH:28]([C:29](=[O:30])[O:31][CH2:32][CH3:33])[CH3:34].[C:35](=[O:36])([O-:37])[O-:38].[CH3:41][C:42](=[O:43])[CH3:44].[Cl:1][c:2]1[cH:3][c:4]([F:26])[c:5](-[n:16]2[n:17][n:18][n:19]([CH2:22][CH2:23][CH2:24][F:25])[c:20]2=[O:21])[cH:6][c:7]1[O:8][c:9]1[cH:10][cH:11][c:12]([OH:15])[cH:13][cH:14]1.[K+:39].[K+:40]>>[Cl:1][c:2]1[cH:3][c:4]([F:26])[c:5](-[n:16]2[n:17][n:18][n:19]([CH2:22][CH2:23][CH2:24][F:25])[c:20]2=[O:21])[cH:6][c:7]1[O:8][c:9]1[cH:10][cH:11][c:12]([O:15][CH:28]([C:29](=[O:30])[O:31][CH2:32][CH3:33])[CH3:34])[cH:13][cH:14]1.